The task is: describe an organic reaction: reactants, conditions, products, and yield. This data is from the Open Reaction Database (ORD), a public repository of structured organic reaction records. Starting materials: CS(=O)(=O)C1=NC(=C(C(=N1)OC=1C=NC=CC1)C1=CC=C(C=C1)Cl)C1=C(C=C(C=C1)Cl)Cl (2-methylsulfonyl-4-(3-pyridyloxy)-5-(4-chlorophenyl)-6-(2,4-dichlorophenyl)pyrimidine), C(CCC)[Li] (n-butyl lithium), C(CC)O (n-propanol). Product: C(CC)OC1=NC(=C(C(=N1)OC=1C=NC=CC1)C1=CC=C(C=C1)Cl)C1=C(C=C(C=C1)Cl)Cl (2-n-propyloxy-4-(3-pyridyloxy)-5-(4-chlorophenyl)-6-(2,4-dichlorophenyl)pyrimidine). RXN SMILES: CS([C:5]1[N:10]=[C:9]([O:11][C:12]2[CH:13]=[N:14][CH:15]=[CH:16][CH:17]=2)[C:8]([C:18]2[CH:23]=[CH:22][C:21]([Cl:24])=[CH:20][CH:19]=2)=[C:7]([C:25]2[CH:30]=[CH:29][C:28]([Cl:31])=[CH:27][C:26]=2[Cl:32])[N:6]=1)(=O)=O.C([Li])CCC.[CH2:38]([OH:41])[CH2:39][CH3:40]>>[CH2:38]([O:41][C:5]1[N:10]=[C:9]([O:11][C:12]2[CH:13]=[N:14][CH:15]=[CH:16][CH:17]=2)[C:8]([C:18]2[CH:23]=[CH:22][C:21]([Cl:24])=[CH:20][CH:19]=2)=[C:7]([C:25]2[CH:30]=[CH:29][C:28]([Cl:31])=[CH:27][C:26]=2[Cl:32])[N:6]=1)[CH2:39][CH3:40]. Procedure: 2-Methylsulfonyl-4-(3-pyridyloxy)-5-(4-chlorophenyl)-6-(2,4-dichlorophenyl)pyrimidine from Example 86 (50 mg, 0.1 mmol) was reacted with 2 equivalents each of n-butyl lithium and n-propanol by the procedure described in Reference Examples 6 and 7 to afford 2-(2-n-propyloxy-4-(3-pyridyloxy)-5-(4-chlorophenyl)-6-(2,4-dichlorophenyl)pyrimidine. HPLC/MS: m/e=486 (M++1); Rt4.13 min. 1H-NMR 500 MHz (CDCl3): δ 0.96 (t, 3H), 1.73-1.79 (m, 2H), 4.13-4.18 (m, 2H), 7.18-7.30 (m, 7H), 7.40-7.43 (m, 1H), 7.6... The reactants are ClC=1N(C(N(N1)C)=O)C1=C(C=CC=C1)CON=C(C)C1=CC(=CC=C1)C(F)(F)F (5-chloro-2, 4-dihydro-2-methyl-4-[2-[[[[1-[3(trifluoromethyl)phenyl]-ethylidene]amino]oxy]methyl]phenyl]- 3H-1,2,4-triazol-3-one), FC(C=1C=C(C=CC1)C(C)=NO)(F)F (1-[3-(trifluoromethyl)phenyl]ethanone oxime), [OH-].[K+] (KOH), [H-].[Na+] (NaH), CC(C)([O-])C (t-butoxide). Solvent: C1CCOC1 (THF), CO (methanol), C1CCOC1 (THF). Yields the product COC=1N(C(N(N1)C)=O)C1=C(C=CC=C1)CON=C(C)C1=CC(=CC=C1)C(F)(F)F (2,4-dihydro-5-methoxy-2-methyl-4-[2-[[[[1-[3-(trifluoromethyl)phenyl]-ethylidene]amino]oxy]methyl]phenyl]- 3H-1,2,4-triazol-3-one). Reaction SMILES: Cl[C:2]1[N:3]([C:9]2[CH:14]=[CH:13][CH:12]=[CH:11][C:10]=2[CH2:15][O:16][N:17]=[C:18]([C:20]2[CH:25]=[CH:24][CH:23]=[C:22]([C:26]([F:29])([F:28])[F:27])[CH:21]=2)[CH3:19])[C:4](=[O:8])[N:5]([CH3:7])[N:6]=1.FC(F)(F)C1C=C(C(=NO)C)C=CC=1.[OH-].[K+].[H-].[Na+].C[C:49](C)([O-:51])C>C1COCC1.CO>[CH3:49][O:51][C:2]1[N:3]([C:9]2[CH:14]=[CH:13][CH:12]=[CH:11][C:10]=2[CH2:15][O:16][N:17]=[C:18]([C:20]2[CH:25]=[CH:24][CH:23]=[C:22]([C:26]([F:29])([F:28])[F:27])[CH:21]=2)[CH3:19])[C:4](=[O:8])[N:5]([CH3:7])[N:6]=1 |f:2.3,4.5|. Reported procedure: Examples of the combined processes of Steps 2 and 3 include the reaction of 5-chloro-2, 4-dihydro-2-methyl-4-[2-[[[[1-[3(trifluoromethyl)phenyl]-ethylidene]amino]oxy]methyl]phenyl]- 3H-1,2,4-triazol-3-one with 1-[3-(trifluoromethyl)phenyl]ethanone oxime in the presence of a base (e.g., KOH, NaH or K t-butoxide) in a suitable solvent (e.g., THF) and the subsequent reaction of the product of that reaction with methanol in the THF solution to form 2,4-dihydro-5-methoxy-2-methyl-4-[2-[[[[1-[3-(trifl... Starting materials: COC1=C(C=C(C=C1)C#C[Si](C)(C)C)C ([(4-methoxy-3-methylphenyl)ethynyl](trimethyl)silane). Solvent: CCCC[N+](CCCC)(CCCC)CCCC.[F-] (TBAF). Reaction conditions: time 1 hour. Product: C(#C)C1=CC(=C(C=C1)OC)C (4-Ethynyl-1-methoxy-2-methylbenzene). Isolated yield 99.4%. Reaction SMILES: [CH3:1][O:2][C:3]1[CH:8]=[CH:7][C:6]([C:9]#[C:10][Si](C)(C)C)=[CH:5][C:4]=1[CH3:15]>CCCC[N+](CCCC)(CCCC)CCCC.[F-]>[C:9]([C:6]1[CH:7]=[CH:8][C:3]([O:2][CH3:1])=[C:4]([CH3:15])[CH:5]=1)#[CH:10] |f:1.2|. Reported procedure: A solution of [(4-methoxy-3-methylphenyl)ethynyl](trimethyl)silane (7.167 g) tetrahydrofuran was treated with TBAF (30 mL, 1.0 M solution in tetrahydrofuran), stirred for 1 hour and evaporated to dryness. The residue was dissolved in diethyl ether, washed with water, dried over anhydrous magnesium sulfate and evaporated. This residue was applied on a pad of silica and eluted with hexane:ethyl acetate (4:1). The elute was evaporated to dryness to give the alkyne intermediate as a brown solid (4.7...